This data is from the Open Reaction Database (ORD), a public repository of structured organic reaction records. The task is: describe an organic reaction: reactants, conditions, products, and yield Reactants: CO, O=[N+]([O-])c1cccc(Cl)c1NCCO, [Na+], [Na+], O, O=S([O-])S(=O)[O-]. Product: Nc1cccc(Cl)c1NCCO. RXN SMILES: [CH3:23][OH:24].[Cl:1][c:2]1[c:3]([NH:11][CH2:12][CH2:13][OH:14])[c:4]([N+:8]([O-:9])=[O:10])[cH:5][cH:6][cH:7]1.[Na+:21].[Na+:22].[OH2:25].[S:15]([S:16]([O-:17])=[O:18])([O-:19])=[O:20]>>[Cl:1][c:2]1[c:3]([NH:11][CH2:12][CH2:13][OH:14])[c:4]([NH2:8])[cH:5][cH:6][cH:7]1. Reactants: C1(=CC=CC=C1)OC(NC1=C(C(=NS1)OCC1=C(C=C(C=C1F)C)F)C(N)=O)=O ([4-carbamoyl-3-(2,6-difluoro-4-methyl-benzyloxy)-isothiazol-5-yl]-carbamic acid phenyl ester), CN(CCCN)C (N,N-dimethyl-propane-1,3-diamine). The product is FC1=C(COC2=NSC(=C2C(=O)N)NC(=O)NCCCN(C)C)C(=CC(=C1)C)F (3-(2,6-Difluoro-4-methyl-benzyloxy)-5-[3-(3-dimethylamino-propyl)-ureido]-isothiazole-4-carboxylic Acid Amide). RXN SMILES: C1(O[C:8](=[O:29])[NH:9][C:10]2[S:14][N:13]=[C:12]([O:15][CH2:16][C:17]3[C:22]([F:23])=[CH:21][C:20]([CH3:24])=[CH:19][C:18]=3[F:25])[C:11]=2[C:26](=[O:28])[NH2:27])C=CC=CC=1.[CH3:30][N:31]([CH3:36])[CH2:32][CH2:33][CH2:34][NH2:35]>>[F:23][C:22]1[CH:21]=[C:20]([CH3:24])[CH:19]=[C:18]([F:25])[C:17]=1[CH2:16][O:15][C:12]1[C:11]([C:26]([NH2:27])=[O:28])=[C:10]([NH:9][C:8]([NH:35][CH2:34][CH2:33][CH2:32][N:31]([CH3:36])[CH3:30])=[O:29])[S:14][N:13]=1. Reported procedure: The title compound was prepared from [4-carbamoyl-3-(2,6-difluoro-4-methyl-benzyloxy)-isothiazol-5-yl]-carbamic acid phenyl ester and N,N-dimethyl-propane-1,3-diamine by the procedure analogous to Example 1. MS (APCl, m/z): 428 [M+H]+. The reactants are [N+](=O)([O-])C=1C=C(C(=O)O)C=C(C1)[N+](=O)[O-] (3,5-dinitrobenzoic acid), C(C)O (ethanol). The solvent is CO (methanol). The product is [N+](=O)([O-])C=1C=C(C(=O)OC)C=C(C1)[N+](=O)[O-] (Methyl 3,5-dinitrobenzoate). The yield is 96.0%. Reaction SMILES: [N+:1]([C:4]1[CH:5]=[C:6]([CH:10]=[C:11]([N+:13]([O-:15])=[O:14])[CH:12]=1)[C:7]([OH:9])=[O:8])([O-:3])=[O:2].[CH2:16](O)C>CO>[N+:1]([C:4]1[CH:5]=[C:6]([CH:10]=[C:11]([N+:13]([O-:15])=[O:14])[CH:12]=1)[C:7]([O:9][CH3:16])=[O:8])([O-:3])=[O:2]. Reported procedure: Following Example 11 but replacing the 1-(H)-tetrazolylacetic acid with 3,5-dinitrobenzoic acid, 3.39 g (1.6 cmoles) and the ethanol with methanol, 0.64 ml (1.6 cmoles), the ester was obtained with a yield of 96% (2.17 g), m.p.=108° C. Reactants: CC(C)C(NC(=O)OC(C)(C)C)C(=O)O, ClCCl, CN1CCCCC1, CC(C)COC(=O)Cl, CC(N)c1nc2ccc(F)cc2[nH]1. The product is CC(NC(=O)C(NC(=O)OC(C)(C)C)C(C)C)c1nc2ccc(F)cc2[nH]1. RXN SMILES: [C:8]([CH3:9])([CH3:10])([CH3:11])[O:12][C:13](=[O:14])[NH:15][CH:16]([CH:17]([CH3:18])[CH3:19])[C:20](=[O:21])[OH:22].[CH2:44]([Cl:45])[Cl:46].[CH3:1][N:2]1[CH2:3][CH2:4][CH2:5][CH2:6][CH2:7]1.[Cl:23][C:24]([O:25][CH2:26][CH:27]([CH3:28])[CH3:29])=[O:30].[F:31][c:32]1[cH:33][c:34]2[c:35]([n:36][c:37]([CH:39]([CH3:40])[NH2:41])[nH:38]2)[cH:42][cH:43]1>>[C:8]([CH3:9])([CH3:10])([CH3:11])[O:12][C:13](=[O:14])[NH:15][CH:16]([CH:17]([CH3:18])[CH3:19])[C:20](=[O:22])[NH:41][CH:39]([c:37]1[n:36][c:35]2[c:34]([cH:33][c:32]([F:31])[cH:43][cH:42]2)[nH:38]1)[CH3:40]. Starting materials: S(=O)(=O)([O-])[O-].[NH4+].[NH4+] (ammonium sulphate), CC1=C(N(CC#C)C(COC)=O)C(=CC=C1)C (2,6-dimethyl-N-methoxyacetyl-N-propargyl-aniline). The reagents and catalysts are S(=O)(=O)([O-])[O-].[Hg+2] (mercury sulphate). Run in C(=O)O (formic acid). Conditions: temperature 80 celsius, time 6 hour. Product: CC1=C(N(C(COC)=O)CC(=O)C)C(=CC=C1)C (2,6-dimethyl-N-acetonyl-N-methoxyacetyl-aniline). The yield is 77.0%. As a reaction SMILES: [CH3:1][C:2]1[CH:16]=[CH:15][CH:14]=[C:13]([CH3:17])[C:3]=1[N:4]([C:8](=[O:12])[CH2:9][O:10][CH3:11])[CH2:5][C:6]#[CH:7].S([O-])([O-])(=O)=[O:19].[NH4+].[NH4+]>S([O-])([O-])(=O)=O.[Hg+2].C(O)=O>[CH3:1][C:2]1[CH:16]=[CH:15][CH:14]=[C:13]([CH3:17])[C:3]=1[N:4]([CH2:5][C:6]([CH3:7])=[O:19])[C:8](=[O:12])[CH2:9][O:10][CH3:11] |f:1.2.3,4.5|. Procedure: 23.1 g (0.1 mol) of 2,6-dimethyl-N-methoxyacetyl-N-propargyl-aniline in 150 ml of 85% strength formic acid were heated to 80° C., and 0.5 g of mercury sulphate was then added to the reaction mixture. The mixture was stirred for a further 6 hours at 80° C. and, after cooling, saturated ammonium sulphate solution was added to the solution and the mixture was extracted with methylene chloride. After naturalizing the methylene chloride phase with sodium bicarbonate solution, the organic phase was dr... Starting materials: CCCCCCC(C)(C)c1ccc(C2CNCCC2(O)CCCc2ccccc2)c(O)c1, Cc1ccccc1, ClCCl, O, Cc1ccc(S(=O)(=O)O)cc1. Yields the product CCCCCCC(C)(C)c1ccc(C2=C(CCCc3ccccc3)CCNC2)c(O)c1. As a reaction SMILES: [CH3:1][C:2]([CH2:3][CH2:4][CH2:5][CH2:6][CH2:7][CH3:8])([CH3:9])[c:10]1[cH:11][c:12]([OH:32])[c:13]([CH:16]2[CH2:17][NH:18][CH2:19][CH2:20][C:21]2([OH:22])[CH2:23][CH2:24][CH2:25][c:26]2[cH:27][cH:28][cH:29][cH:30][cH:31]2)[cH:14][cH:15]1.[CH3:45][c:46]1[cH:47][cH:48][cH:49][cH:50][cH:51]1.[Cl:52][CH2:53][Cl:54].[OH2:33].[c:34]1([CH3:35])[cH:36][cH:37][c:38]([S:39]([OH:40])(=[O:41])=[O:42])[cH:43][cH:44]1>>[CH3:1][C:2]([CH2:3][CH2:4][CH2:5][CH2:6][CH2:7][CH3:8])([CH3:9])[c:10]1[cH:11][c:12]([OH:32])[c:13]([C:16]2=[C:21]([CH2:23][CH2:24][CH2:25][c:26]3[cH:27][cH:28][cH:29][cH:30][cH:31]3)[CH2:20][CH2:19][NH:18][CH2:17]2)[cH:14][cH:15]1. The reactants are CC(C)(C)CO, CS(C)=O, Fc1cccc(F)n1, [H-], [Na+]. The product is CC(C)(C)COc1cccc(F)n1. As a reaction SMILES: [CH2:1]([C:2]([CH3:3])([CH3:4])[CH3:5])[OH:6].[CH3:17][S:18]([CH3:19])=[O:20].[F:9][c:10]1[n:11][c:12]([F:16])[cH:13][cH:14][cH:15]1.[H-:8].[Na+:7]>>[CH2:1]([C:2]([CH3:3])([CH3:4])[CH3:5])[O:6][c:12]1[n:11][c:10]([F:9])[cH:15][cH:14][cH:13]1.